This data is from the Open Reaction Database (ORD), a public repository of structured organic reaction records. The task is: describe an organic reaction: reactants, conditions, products, and yield Reactants: C(C)C(=O)C(CC=1CS[C@H]2N(C1C(=O)OC(C)(C)C)C([C@H]2NC(CC=2SC=CC2)=O)=O)=P(C2=CC=CC=C2)(C2=CC=CC=C2)C2=CC=CC=C2 (t-butyl 3-(2-ethylcarbonyl-2-triphenylphosphoranylideneethyl)-7β-(2-thienylacetamido)ceph-3-em-4-carboxylate), aluminum amalgam, O (water), O (water). The solvent is O1CCCC1 (tetrahydrofuran). Conditions: time 3 hour. Yields the product C1(=CC=CC=C1)P(C1=CC=CC=C1)C1=CC=CC=C1 (triphenylphosphine). The yield is 71.9%. RXN SMILES: C(C(C(=[P:32]([C:45]1[CH:50]=[CH:49][CH:48]=[CH:47][CH:46]=1)([C:39]1[CH:44]=[CH:43][CH:42]=[CH:41][CH:40]=1)[C:33]1[CH:38]=[CH:37][CH:36]=[CH:35][CH:34]=1)CC1CS[C@@H]2[C@H](NC(=O)CC3SC=CC=3)C(=O)N2C=1C(OC(C)(C)C)=O)=O)C.O>O1CCCC1>[C:45]1([P:32]([C:33]2[CH:34]=[CH:35][CH:36]=[CH:37][CH:38]=2)[C:39]2[CH:44]=[CH:43][CH:42]=[CH:41][CH:40]=2)[CH:46]=[CH:47][CH:48]=[CH:49][CH:50]=1. Procedure: A solution of t-butyl 3-(2-ethylcarbonyl-2-triphenylphosphoranylideneethyl)-7β-(2-thienylacetamido)ceph-3-em-4-carboxylate (500 mg.) in tetrahydrofuran (10 ml.) was treated with aluminum amalgam (500 mg., prepared as described in L.G. Fiester and M. Fieser, Reagents for Organic Synthesis, P. 20) and water (0.2 ml.), and the mixture stirred at 23°After 2 and 3 hours further amounts (0.2 ml., and 0.1 ml. respectively) of water were added. After a total of 4 hours the mixture was filtered and the f... Starting materials: O (water), ClC1=NC=C(C=C1)CNCCNC(=C[N+](=O)[O-])S (N-(2-chloro-5-pyridylmethyl)-N'-(1-mercapto-2-nitrovinyl)ethylenediamine), C(C1=CC=CC=C1)Br (benzyl bromide), C([O-])([O-])=O.[K+].[K+] (potassium carbonate). Solvent: C(C)#N (acetonitrile). Reaction conditions: time 30 minute. Product: ClC1=NC=C(C=C1)CN(CCNC(=C[N+](=O)[O-])SCC1=CC=CC=C1)C (N-(2-chloro-5-pyridylmethyl)-N-methyl-N'-(1-benzylthio-2-nitrovinyl)ethylenediamine). Yield: 15.7%. Reaction SMILES: [Cl:1][C:2]1[CH:7]=[CH:6][C:5]([CH2:8][NH:9][CH2:10][CH2:11][NH:12][C:13]([SH:18])=[CH:14][N+:15]([O-:17])=[O:16])=[CH:4][N:3]=1.[C:19](=O)([O-])[O-].[K+].[K+].[CH2:25](Br)[C:26]1[CH:31]=[CH:30][CH:29]=[CH:28][CH:27]=1.O>C(#N)C>[Cl:1][C:2]1[CH:7]=[CH:6][C:5]([CH2:8][N:9]([CH3:19])[CH2:10][CH2:11][NH:12][C:13]([S:18][CH2:25][C:26]2[CH:31]=[CH:30][CH:29]=[CH:28][CH:27]=2)=[CH:14][N+:15]([O-:17])=[O:16])=[CH:4][N:3]=1 |f:1.2.3|. Reported procedure: The compound synthesized in Example 2 (1.4 g) was dissolved in dry acetonitrile (30 ml), and potassium carbonate (1.4 g) was added. The mixture was stirred at room temperature for 30 minutes. Then, benzyl bromide (0.9 g) was added, and the mixture was heated at 50° C. for 2 hours with stirring. The reaction mixture was cooled to room temperature, and poured into water for neutralization. The aqueous layer was extracted with dichloromethane. The crude product was purified by silica gel column chr... The reactants are C1(=CC=C(C=C1)/C=C/C(C)=O)C1=CC=CC=C1 ((E)-4-(4-biphenylyl)-3-butene-2-one), [BH4-].[Na+] (sodium borohydride). Run in C(C)O (ethanol), C(C)O (ethanol). Conditions: time 1 hour. Yields the product C1(=CC=C(C=C1)/C=C/C(C)O)C1=CC=CC=C1 ((E)-4-(4-Biphenylyl)-3-butene- 2-ol). Reaction SMILES: [C:1]1([C:12]2[CH:17]=[CH:16][CH:15]=[CH:14][CH:13]=2)[CH:6]=[CH:5][C:4](/[CH:7]=[CH:8]/[C:9](=[O:11])[CH3:10])=[CH:3][CH:2]=1.[BH4-].[Na+]>C(O)C>[C:1]1([C:12]2[CH:13]=[CH:14][CH:15]=[CH:16][CH:17]=2)[CH:2]=[CH:3][C:4](/[CH:7]=[CH:8]/[CH:9]([OH:11])[CH3:10])=[CH:5][CH:6]=1 |f:1.2|. Procedure: 22.2 Gm (0.1 mol) of (E)-4-(4-biphenylyl)-3-butene-2-one, dissolved in 1 liter of 95% ethanol, were added in small amounts within 10 minutes to a solution of 1.9 gm (0.05 mol) of sodium borohydride in 300 ml of 95% ethanol. Subsequently, the mixture was stirred for 1 hour at room temperature. The excess reducing agent was removed by careful addition of 3 gm of glacial acetic acid. The solvent was subsequently distilled off in water aspirator vacuum. 500 Ml of water were added to the residue, and... Starting materials: [Cr](=O)(=O)([O-])Cl.[NH+]1=CC=CC=C1 (pyridinium chlorochromate), OCC=1N(C(C2=CC=CC=C2C1C1=CC=CC=C1)=O)C (3-hydroxymethyl-2-methyl-1-oxo-4-phenyl-1,2-dihydroisoquinoline). Solvent: ClCCl (dichloromethane), C(C)OCC (diethyl ether), ClCCl (dichloromethane). Reaction conditions: time 1.75 hour. Product: CN1C(C2=CC=CC=C2C(=C1C=O)C1=CC=CC=C1)=O (2-methyl-1-oxo-4-phenyl-1,2-dihydroisoquinolin-3-carbaldehyde). Isolated yield 69.7%. As a reaction SMILES: [Cr](Cl)([O-])(=O)=O.[NH+]1C=CC=CC=1.[OH:12][CH2:13][C:14]1[N:15]([CH3:31])[C:16](=[O:30])[C:17]2[C:22]([C:23]=1[C:24]1[CH:29]=[CH:28][CH:27]=[CH:26][CH:25]=1)=[CH:21][CH:20]=[CH:19][CH:18]=2>ClCCl.C(OCC)C>[CH3:31][N:15]1[C:14]([CH:13]=[O:12])=[C:23]([C:24]2[CH:29]=[CH:28][CH:27]=[CH:26][CH:25]=2)[C:22]2[C:17](=[CH:18][CH:19]=[CH:20][CH:21]=2)[C:16]1=[O:30] |f:0.1|. Procedure details: A stirred suspension of pyridinium chlorochromate (23.36 g) in dichloromethane (250 ml) was treated with a suspension of 3-hydroxymethyl-2-methyl-1-oxo-4-phenyl-1,2-dihydroisoquinoline (19.1 g) in dichloromethane (1000 ml), and stirred for 1.75 hours. Then the reaction mixture was diluted with diethyl ether (3000 ml), stirred for 20 minutes, and filtered through diatomaceous earth. The filter pad was washed with diethyl ether (1000 ml) and the combined filtrate and washings were filtered through...